Dataset: the Open Reaction Database (ORD), a public repository of structured organic reaction records. Task: describe an organic reaction: reactants, conditions, products, and yield Starting materials: C(C)OCC (Ethyl ether), OCCS(=O)(=O)C=1C=C(C=C(C1OCCC)O)[C@@H]1O[C@H](CC1)C1=CC(=C(C(=C1)OC)OC)OC (trans-2-[3-(2-hydroxyethylsulfonyl)-4-n-propoxy-5-hydroxyphenyl]-5-(3,4,5-trimethoxyphenyl)tetrahydrofuran), ClCC(C)=O (chloroacetone), C([O-])([O-])=O.[K+].[K+] (potassium carbonate). Run in O (water), CN(C)C=O (DMF). Conditions: time 8 hour. The product is OCCS(=O)(=O)C=1C=C(C=C(C1OCCC)OCC(C)=O)[C@@H]1O[C@H](CC1)C1=CC(=C(C(=C1)OC)OC)OC (trans-2-[3-(2-Hydroxyethylsulfonyl)-4-n-propoxy-5-(2-oxo-propoxy)phenyl]-5-(3,4,5-trimethoxy-phenyl)tetrahydrofuran). As a reaction SMILES: [OH:1][CH2:2][CH2:3][S:4]([C:7]1[CH:8]=[C:9]([C@H:18]2[CH2:22][CH2:21][C@H:20]([C:23]3[CH:28]=[C:27]([O:29][CH3:30])[C:26]([O:31][CH3:32])=[C:25]([O:33][CH3:34])[CH:24]=3)[O:19]2)[CH:10]=[C:11]([OH:17])[C:12]=1[O:13][CH2:14][CH2:15][CH3:16])(=[O:6])=[O:5].Cl[CH2:36][C:37](=[O:39])[CH3:38].C(=O)([O-])[O-].[K+].[K+].C(OCC)C>CN(C=O)C.O>[OH:1][CH2:2][CH2:3][S:4]([C:7]1[CH:8]=[C:9]([C@H:18]2[CH2:22][CH2:21][C@H:20]([C:23]3[CH:24]=[C:25]([O:33][CH3:34])[C:26]([O:31][CH3:32])=[C:27]([O:29][CH3:30])[CH:28]=3)[O:19]2)[CH:10]=[C:11]([O:17][CH2:36][C:37](=[O:39])[CH3:38])[C:12]=1[O:13][CH2:14][CH2:15][CH3:16])(=[O:5])=[O:6] |f:2.3.4|. Reported procedure: A mixture of trans-2-[3-(2-hydroxyethylsulfonyl)-4-n-propoxy-5-hydroxyphenyl]-5-(3,4,5-trimethoxyphenyl)tetrahydrofuran (183 mg, 0.37 mmol), chloroacetone (0.033 mL, 0.41 mmol) and potassium carbonate (162 mg, 1.17 mmol) in DMF (3 mL) was stirred at room temperature overnight. Ethyl ether and water were added and the aqueous layer was re-extracted with ether (2 x). The organic extracts were combined, dried, and evaporated to a syrup, which was purified by preparative TLC (hexane-ethyl acetate; 1... Reactants: F[B-](F)(F)F, C[O+](C)C, CCOC(C)=O, COC(=O)c1ccc(F)c2[nH]ncc12, O. The product is COC(=O)c1ccc(F)c2nn(C)cc12. As a reaction SMILES: [B-:15]([F:16])([F:17])([F:18])[F:19].[CH3:20][O+:21]([CH3:22])[CH3:23].[CH3:24][CH2:25][O:26][C:27](=[O:28])[CH3:29].[F:1][c:2]1[cH:3][cH:4][c:5]([C:11](=[O:12])[O:13][CH3:14])[c:6]2[cH:7][n:8][nH:9][c:10]12.[OH2:30]>>[F:1][c:2]1[cH:3][cH:4][c:5]([C:11](=[O:12])[O:13][CH3:14])[c:6]2[cH:7][n:8]([CH3:20])[n:9][c:10]12.